Task: describe an organic reaction: reactants, conditions, products, and yield. Dataset: the Open Reaction Database (ORD), a public repository of structured organic reaction records Starting materials: CN1CCNCC1, O=C(Nc1ccc(C(=O)N2Cc3cccn3Cc3ccccc32)cc1)c1cccnc1Cl. Yields the product CN1CCN(c2ncccc2C(=O)Nc2ccc(C(=O)N3Cc4cccn4Cc4ccccc43)cc2)CC1. RXN SMILES: [CH3:33][N:34]1[CH2:35][CH2:36][NH:37][CH2:38][CH2:39]1.[cH:1]1[cH:2][cH:3][n:4]2[c:5]1[CH2:6][N:7]([C:15](=[O:16])[c:17]1[cH:18][cH:19][c:20]([NH:23][C:24](=[O:25])[c:26]3[c:27]([Cl:32])[n:28][cH:29][cH:30][cH:31]3)[cH:21][cH:22]1)[c:8]1[c:9]([cH:11][cH:12][cH:13][cH:14]1)[CH2:10]2>>[cH:1]1[cH:2][cH:3][n:4]2[c:5]1[CH2:6][N:7]([C:15](=[O:16])[c:17]1[cH:18][cH:19][c:20]([NH:23][C:24](=[O:25])[c:26]3[c:27]([N:37]4[CH2:36][CH2:35][N:34]([CH3:33])[CH2:39][CH2:38]4)[n:28][cH:29][cH:30][cH:31]3)[cH:21][cH:22]1)[c:8]1[c:9]([cH:11][cH:12][cH:13][cH:14]1)[CH2:10]2. Starting materials: ClC=1C=C(C=CC1Cl)C(CC=O)C1N(C(C2=C(C=CC=C12)O)=O)C (3-(3,4-Dichlorophenyl)-3-(4-hydroxy-2-methyl-3-oxo-2,3-dihydro-1H-isoindol-1-yl)propionaldehyde), O=C1N(CCCC1)C1CCNCC1 (4-(2-oxopiperidino)piperidine). Yields the product Cl.ClC=1C=C(C=CC1Cl)C(CCN1CCC(CC1)N1C(CCCC1)=O)C1N(C(C2=C(C=CC=C12)O)=O)C (3-[1-(3,4-Dichlorophenyl)-3-(4-(2-oxopiperidino)piperidino)propyl]-7-hydroxy-2-methyl-2,3-dihydroisoindol-1-one hydrochloride). The yield is 156.7%. Reaction SMILES: [Cl:1][C:2]1[CH:3]=[C:4]([CH:9]([CH:13]2[C:21]3[C:16](=[C:17]([OH:22])[CH:18]=[CH:19][CH:20]=3)[C:15](=[O:23])[N:14]2[CH3:24])[CH2:10][CH:11]=O)[CH:5]=[CH:6][C:7]=1[Cl:8].[O:25]=[C:26]1[CH2:31][CH2:30][CH2:29][CH2:28][N:27]1[CH:32]1[CH2:37][CH2:36][NH:35][CH2:34][CH2:33]1>>[ClH:1].[Cl:1][C:2]1[CH:3]=[C:4]([CH:9]([CH:13]2[C:21]3[C:16](=[C:17]([OH:22])[CH:18]=[CH:19][CH:20]=3)[C:15](=[O:23])[N:14]2[CH3:24])[CH2:10][CH2:11][N:35]2[CH2:36][CH2:37][CH:32]([N:27]3[CH2:28][CH2:29][CH2:30][CH2:31][C:26]3=[O:25])[CH2:33][CH2:34]2)[CH:5]=[CH:6][C:7]=1[Cl:8] |f:2.3|. Procedure: 3-(3,4-Dichlorophenyl)-3-(4-hydroxy-2-methyl-3-oxo-2,3-dihydro-1H-isoindol-1-yl)propionaldehyde (0.31 g) was coupled to 4-(2-oxopiperidino)piperidine (0.156 g) by a method similar to that described in Example 8. The reaction product was purified by chromatography and converted to the corresponding hydrochloride salt as described in the Example 8 to afford the title compound (0.378 g); mp 230°-240° C.; MS: m/z=530(M+1); NMR(CD3SOCD3): 1.69 (m,5), 3.36 (s,3), 3.6 (m,3), 4.55 (broad,1), 4.76 (d,1, ... Starting materials: O.O.OC1=CC=C(C=C1)S(=O)(=O)[O-].[Na+] (sodium 4-hydroxy-benzenesulfonate dihydrate), CN(C)C=O (DMF), O (water), S(=O)(Cl)Cl (thionyl chloride). Solvent: C1(=CC=CC=C1)C (toluene). Conditions: temperature 60 celsius, time 4 hour. The product is OC1=CC=C(C=C1)S(=O)(=O)Cl (4-Hydroxy-benzenesulfonylchloride). As a reaction SMILES: O.O.[OH:3][C:4]1[CH:9]=[CH:8][C:7]([S:10]([O-:13])(=O)=[O:11])=[CH:6][CH:5]=1.[Na+].O.S(Cl)([Cl:18])=O.CN(C=O)C>C1(C)C=CC=CC=1>[OH:3][C:4]1[CH:9]=[CH:8][C:7]([S:10]([Cl:18])(=[O:13])=[O:11])=[CH:6][CH:5]=1 |f:0.1.2.3|. Reported procedure: 5 g (21.5 mmol) sodium 4-hydroxy-benzenesulfonate dihydrate were suspended in 50 ml toluene and refluxed for 2 hours using a Dean-Stark trap (a water separator used in chemical reactions). The solvent was evaporated, replaced by 12.8 g (108 mmol) thionyl chloride and 160 mg DMF and the mixture stirred for 4 hours at 60° C. and over night at room temperature. After evaporation, the residue was quenched with ice water, extracted thrice with dichloromethane and the extracts died and evaporated. Yie... Reactants: solution, bis(trimethylsilyl)sodium amide, O1CCCC1 (tetrahydrofuran), IC (iodomethane), FC1=C(CC2=NN(C=3C2=NC=CC3)C3=NC(=C(C(=N3)N)N)N)C=CC=C1 (2-[3-(2-fluorobenzyl)-1H-pyrazolo[4,3-b]pyridin-1-yl]pyrimidine-4,5,6-triamine), O1CCCC1 (tetrahydrofuran), IC (iodomethane). Run in C(C)(=O)OCC (ethyl acetate). Reaction conditions: temperature 0 celsius, time 30 minute. The product is NC1=C2N(C(NC2=NC(=N1)N1N=C(C2=NC=CC=C21)CC2=C(C=CC=C2)F)=O)C (6-Amino-2-[3-(2-fluorobenzyl)-1H-pyrazolo[4,3-b]pyridin-1-yl]-7-methyl-7,9-dihydro-8H-purin-8-one). As a reaction SMILES: [F:1][C:2]1[CH:26]=[CH:25][CH:24]=[CH:23][C:3]=1[CH2:4][C:5]1[C:9]2=[N:10][CH:11]=[CH:12][CH:13]=[C:8]2[N:7]([C:14]2[N:19]=[C:18]([NH2:20])[C:17]([NH2:21])=[C:16]([NH2:22])[N:15]=2)[N:6]=1.I[CH3:28].[O:29]1CCC[CH2:30]1>C(OCC)(=O)C>[NH2:20][C:18]1[N:19]=[C:14]([N:7]2[C:8]3[C:9](=[N:10][CH:11]=[CH:12][CH:13]=3)[C:5]([CH2:4][C:3]3[CH:23]=[CH:24][CH:25]=[CH:26][C:2]=3[F:1])=[N:6]2)[N:15]=[C:16]2[C:17]=1[N:21]([CH3:28])[C:30](=[O:29])[NH:22]2. Procedure details: 200 mg (0.392 mmol) of 2-[3-(2-fluorobenzyl)-1H-pyrazolo[4,3-b]pyridin-1-yl]pyrimidine-4,5,6-triamine (example 2A) were initially charged in tetrahydrofuran (11.1 ml) and the suspension was cooled to 0° C. Subsequently, 0.43 ml of a 1M solution of bis(trimethylsilyl)sodium amide in tetrahydrofuran was added and the mixture was stirred at 0° C. for a further 30 min. Thereafter, 24.4 μl (0.392 mmol) of iodomethane were added dropwise and the reaction mixture was stirred at RT overnight. The reacti...